From a dataset of the Open Reaction Database (ORD), a public repository of structured organic reaction records. describe an organic reaction: reactants, conditions, products, and yield The reactants are CCOC(=O)c1sc(-c2ccccc2)nc1OS(=O)(=O)C(F)(F)F, C1CCNCC1, Cc1ccccc1, CCOC(C)=O. Yields the product CCOC(=O)c1sc(-c2ccccc2)nc1N1CCCCC1. Reaction SMILES: [CH2:1]([CH3:2])[O:3][C:4](=[O:5])[c:6]1[c:7]([O:17][S:18]([C:19]([F:20])([F:21])[F:22])(=[O:23])=[O:24])[n:8][c:9](-[c:11]2[cH:12][cH:13][cH:14][cH:15][cH:16]2)[s:10]1.[CH2:25]1[CH2:26][CH2:27][NH:28][CH2:29][CH2:30]1.[CH3:31][c:32]1[cH:33][cH:34][cH:35][cH:36][cH:37]1.[CH3:38][CH2:39][O:40][C:41](=[O:42])[CH3:43]>>[CH2:1]([CH3:2])[O:3][C:4](=[O:5])[c:6]1[c:7]([N:28]2[CH2:27][CH2:26][CH2:25][CH2:30][CH2:29]2)[n:8][c:9](-[c:11]2[cH:12][cH:13][cH:14][cH:15][cH:16]2)[s:10]1. The reactants are C1CCNCC1, CO, O=CC1CCCCC1, COC(=O)CC(=O)C1CC1. Yields the product COC(=O)C(=CC1CCCCC1)C(=O)C1CC1. As a reaction SMILES: [CH2:19]1[CH2:20][CH2:21][NH:22][CH2:23][CH2:24]1.[CH3:25][OH:26].[CH:11]1([CH:17]=[O:18])[CH2:12][CH2:13][CH2:14][CH2:15][CH2:16]1.[CH:1]1([C:4]([CH2:5][C:6](=[O:7])[O:8][CH3:9])=[O:10])[CH2:2][CH2:3]1>>[CH:1]1([C:4]([C:5]([C:6](=[O:7])[O:8][CH3:9])=[CH:17][CH:11]2[CH2:12][CH2:13][CH2:14][CH2:15][CH2:16]2)=[O:10])[CH2:2][CH2:3]1. Starting materials: CO, Cl, CON, O=C1CC2(CCCCC2)Oc2cc(O)ccc21, c1ccncc1. The product is CON=C1CC2(CCCCC2)Oc2cc(O)ccc21. As a reaction SMILES: [CH3:28][OH:29].[ClH:18].[O:19]([CH3:20])[NH2:21].[OH:1][c:2]1[cH:3][cH:4][c:5]2[c:10]([cH:11]1)[O:9][C:8]1([CH2:7][C:6]2=[O:17])[CH2:12][CH2:13][CH2:14][CH2:15][CH2:16]1.[cH:22]1[cH:23][cH:24][n:25][cH:26][cH:27]1>>[OH:1][c:2]1[cH:3][cH:4][c:5]2[c:10]([cH:11]1)[O:9][C:8]1([CH2:7][C:6]2=[N:21][O:19][CH3:20])[CH2:12][CH2:13][CH2:14][CH2:15][CH2:16]1.